From a dataset of the Open Reaction Database (ORD), a public repository of structured organic reaction records. describe an organic reaction: reactants, conditions, products, and yield The reactants are FC1=C(C(=C(C=C1)OC)F)F (1,2,3-trifluoro-4-methoxybenzene), [N+](=O)(O)[O-] (nitric acid), O (water). Run in C(C)(=O)O (acetic acid). Reaction conditions: temperature 60 celsius. The product is FC1=C(C(=C(C(=C1)[N+](=O)[O-])OC)F)F (1,2,3-trifluoro-4-methoxy-5-nitrobenzene). Reaction SMILES: [F:1][C:2]1[CH:7]=[CH:6][C:5]([O:8][CH3:9])=[C:4]([F:10])[C:3]=1[F:11].[N+:12]([O-])([OH:14])=[O:13].O>C(O)(=O)C>[F:1][C:2]1[CH:7]=[C:6]([N+:12]([O-:14])=[O:13])[C:5]([O:8][CH3:9])=[C:4]([F:10])[C:3]=1[F:11]. Procedure details: To a solution of 1,2,3-trifluoro-4-methoxybenzene (1.6 g, 10 mmol) in acetic acid (20 mL) was added nitric acid (5 mL) and the mixture was heated at 60° C. for 3 hours. After cooling to ambient temperature, water (100 mL) was added and the mixture was extracted with ethyl acetate (3×100 mL). The organic layers were concentrated to give the crude title compound, which was used in the next step without further purification. The reactants are ClC=1N=NC(=CC1)CC1=C(C=CC=C1)C (3-chloro-6-(2-methylbenzyl)pyridazine), [OH-].[NH4+] (ammonium hydroxide), [H][H] (hydrogen). The reagents and catalysts are [Pd] (palladium on charcoal). Solvent: C(C)O (ethanol). Conditions: time 1.5 hour. Yields the product CC1=C(CC=2N=NC=CC2)C=CC=C1 (3-(2-methylbenzyl)pyridazine). Isolated yield 90.8%. As a reaction SMILES: Cl[C:2]1[N:3]=[N:4][C:5]([CH2:8][C:9]2[CH:14]=[CH:13][CH:12]=[CH:11][C:10]=2[CH3:15])=[CH:6][CH:7]=1.[OH-].[NH4+].[H][H]>C(O)C.[Pd]>[CH3:15][C:10]1[CH:11]=[CH:12][CH:13]=[CH:14][C:9]=1[CH2:8][C:5]1[N:4]=[N:3][CH:2]=[CH:7][CH:6]=1 |f:1.2|. Procedure: A solution of 3-chloro-6-(2-methylbenzyl)pyridazine (34 g.) in ethanol (370 ml.) containing aqueous ammonium hydroxide solution (s.g. 0.880; 38 ml.) was treated with hydrogen in the presence of palladium on charcoal (5% Pd) at ambient temperature and normal atmospheric pressure for 1.5 hours. After filtration, the filtrate was evaporated to dryness and the residue extracted with chloroform (3 × 100 ml.). The chloroform solution was washed with water, dried over magnesium sulphate and evaporated ... Starting materials: C(C)(C)(C)OC(=O)N1CCN(CC1)C1=NSN=C1Cl (4-(4-Chloro-[1,2,5]thiadiazol-3-yl)piperazine-1-carboxylic acid tert-butyl ester). Run in Cl (HCl), O1CCOCC1 (dioxane). Reaction conditions: time 8 hour. The product is Cl.ClC=1C(=NSN1)N1CCNCC1 (1-(4-Chloro-[1,2,5]thiadiazol-3-yl)piperazine hydrochloride). Isolated yield 191.2%. As a reaction SMILES: C(OC([N:8]1[CH2:13][CH2:12][N:11]([C:14]2[C:18]([Cl:19])=[N:17][S:16][N:15]=2)[CH2:10][CH2:9]1)=O)(C)(C)C>Cl.O1CCOCC1>[ClH:19].[Cl:19][C:18]1[C:14]([N:11]2[CH2:10][CH2:9][NH:8][CH2:13][CH2:12]2)=[N:15][S:16][N:17]=1 |f:3.4|. Procedure details: 4-(4-Chloro-[1,2,5]thiadiazol-3-yl)piperazine-1-carboxylic acid tert-butyl ester (1.0 g, 3.28 mmol) was suspended in 10 mL of 4 M HCl in dioxane. The suspension was stirred overnight and the solid material was removed by filtration. The solid was washed three times with 15 mL ethyl acetate and dried under vacuum. 756 mg of white powder was obtained. The reactants are CN(C1=CC=C(C=O)C=C1)C (4-dimethylaminobenzaldehyde), COC1=CC=C(N)C=C1 (4-methoxyaniline). Yields the product CN(C1=CC=C(C=C1)CNC1=CC=C(C=C1)OC)C ((4-dimethylaminophenylmethyl) (4-methoxyphenyl)amine). The yield is 29.1%. RXN SMILES: [CH3:1][N:2]([CH3:11])[C:3]1[CH:10]=[CH:9][C:6]([CH:7]=O)=[CH:5][CH:4]=1.[CH3:12][O:13][C:14]1[CH:20]=[CH:19][C:17]([NH2:18])=[CH:16][CH:15]=1>>[CH3:1][N:2]([CH3:11])[C:3]1[CH:10]=[CH:9][C:6]([CH2:7][NH:18][C:17]2[CH:19]=[CH:20][C:14]([O:13][CH3:12])=[CH:15][CH:16]=2)=[CH:5][CH:4]=1. Procedure details: By the reaction and treatment in the same manner as in Preparation Example 1 using 4-dimethylaminobenzaldehyde (10.0 g) and 4-methoxyaniline (8.25 g) as a starting material, (4-dimethylaminophenylmethyl) (4-methoxyphenyl)amine (5 g) was obtained. melting point: 92-94° C.